From a dataset of the Open Reaction Database (ORD), a public repository of structured organic reaction records. describe an organic reaction: reactants, conditions, products, and yield The reactants are BrCC1=C([C@H](NC(N1C1=CC(=CC=C1)C(F)(F)F)=O)C1=CC=C(C=C1)C#N)C(=O)OCC (Ethyl (4R)-6-(bromomethyl)-4-(4-cyanophenyl)-2-oxo-1-[3-(trifluoromethyl)phenyl]-1,2,3,4-tetra-hydropyrimidine-5-carboxylate), C(C(=O)O)(=O)O.C(C)NN (ethylhydrazine oxalate). Run at temperature 120 celsius, time 3 hour. As a reaction SMILES: Br[CH2:2][C:3]1[N:8]([C:9]2[CH:14]=[CH:13][CH:12]=[C:11]([C:15]([F:18])([F:17])[F:16])[CH:10]=2)[C:7](=[O:19])[NH:6][C@H:5]([C:20]2[CH:25]=[CH:24][C:23]([C:26]#[N:27])=[CH:22][CH:21]=2)[C:4]=1[C:28](OCC)=[O:29].C(O)(=O)C(O)=O.[CH2:39]([NH:41][NH2:42])[CH3:40]>O1CCOCC1>[CH2:39]([N:41]1[CH2:2][C:3]2[N:8]([C:9]3[CH:14]=[CH:13][CH:12]=[C:11]([C:15]([F:18])([F:16])[F:17])[CH:10]=3)[C:7](=[O:19])[NH:6][C@H:5]([C:20]3[CH:21]=[CH:22][C:23]([C:26]#[N:27])=[CH:24][CH:25]=3)[C:4]=2[C:28](=[O:29])[NH:42]1)[CH3:40] |f:1.2|. Solvent: O1CCOCC1 (dioxane). Product: C(C)N1NC(C2=C(C1)N(C(N[C@@H]2C2=CC=C(C#N)C=C2)=O)C2=CC(=CC=C2)C(F)(F)F)=O (4-{(4R)-7-Ethyl-2,5-dioxo-1-[3-(trifluoromethyl)phenyl]-1,2,3,4,5,6,7,8-octahydropyrimido[4,5-d]-pyridazin-4-yl}benzonitrile). Procedure details: 200 mg (0.393 mmol) of ethyl (4R)-6-(bromomethyl)-4-(4-cyanophenyl)-2-oxo-1-[3-(trifluoromethyl)phenyl]-1,2,3,4-tetrahydropyrimidine-5-carboxylate (Example 6A) were dissolved in 1 ml of dioxane, 71 mg (0.472 mmol) of ethylhydrazine oxalate were added and the mixture was stirred at 120° C. for 3 hours. The reaction mixture was then concentrated, and the residue that remained was purified by preparative HPLC (Method 10). The product fractions were combined and concentrated, and the solid that rema... The reactants are C(C1=CC=CC=C1)OC(=O)N1[C@@H](C[C@H](C1)O[Si](C)(C)C(C)(C)C)CI ((2S,4R)-1-benzyloxycarbonyl-2-iodomethyl-4-t-butyldimethylsilyloxypyrrolidine), [C-]#N.[Na+] (sodium cyanide), resultant mixture. Run in C(C)(=O)OCC (ethyl acetate), CN(C=O)C (dimethylformamide). The product is C(C1=CC=CC=C1)OC(=O)N1[C@@H](C[C@H](C1)O[Si](C)(C)C(C)(C)C)CC#N ((2R,4R)-1-benzyloxycarbonyl-2-cyanomethyl-4-t-butyldimethylsilyloxypyrrolidine). RXN SMILES: [CH2:1]([O:8][C:9]([N:11]1[CH2:15][C@H:14]([O:16][Si:17]([C:20]([CH3:23])([CH3:22])[CH3:21])([CH3:19])[CH3:18])[CH2:13][C@H:12]1[CH2:24]I)=[O:10])[C:2]1[CH:7]=[CH:6][CH:5]=[CH:4][CH:3]=1.[C-:26]#[N:27].[Na+]>CN(C)C=O.C(OCC)(=O)C>[CH2:1]([O:8][C:9]([N:11]1[CH2:15][C@H:14]([O:16][Si:17]([C:20]([CH3:23])([CH3:22])[CH3:21])([CH3:19])[CH3:18])[CH2:13][C@H:12]1[CH2:24][C:26]#[N:27])=[O:10])[C:2]1[CH:7]=[CH:6][CH:5]=[CH:4][CH:3]=1 |f:1.2|. Procedure details: To a solution of (2S,4R)-1-benzyloxycarbonyl-2-iodomethyl-4-t-butyldimethylsilyloxypyrrolidine (110 g) in dry dimethylformamide (300 ml), sodium cyanide (10.29 g) was added, and the resultant mixture was stirred at room temperature for 24 hours. The reaction mixture was diluted with ethyl acetate, washed with aqueous sodium hypochlorite solution and aqueous sodium chloride solution in order and dried over magnesium sulfate. After removal of the solvent, the residue was purified by silica gel col...